This data is from the Open Reaction Database (ORD), a public repository of structured organic reaction records. The task is: describe an organic reaction: reactants, conditions, products, and yield Reactants: NC1=CC=C(C=C1)N1C2=C(NC(CC1=O)=O)C1=CC=CC=C1C=C2 (5-(4-aminophenyl)-1H-naphtho[1,2-b][1,4]diazepine-2,4(3H,5H)-dione), C(C1=CC=CC=C1)(=O)NC1=CC=C(C=C1)N1C2=C(NC(CC1=O)=O)C1=CC=CC=C1C=C2 (5-(4-Benzoylaminophenyl)-1H-naphtho[1,2-b][1,4]diazepine-2,4(3H,5H)-dione), CC1=C(C(=O)Cl)C(=CC=C1)C (2,6-dimethylbenzoyl chloride). The product is CC1=C(C(=O)NC2=CC=C(C=C2)N2C3=C(NC(CC2=O)=O)C2=CC=CC=C2C=C3)C(=CC=C1)C (5-[4-(2,6-Dimethylbenzoylamino)phenyl]-1H-naphtho[1,2-b][1,4]diazepine-2,4(3H,5H)-dione). Yield: 28.1%. As a reaction SMILES: [NH2:1][C:2]1[CH:7]=[CH:6][C:5]([N:8]2[C:14](=[O:15])[CH2:13][C:12](=[O:16])[NH:11][C:10]3[C:17]4[C:22]([CH:23]=[CH:24][C:9]2=3)=[CH:21][CH:20]=[CH:19][CH:18]=4)=[CH:4][CH:3]=1.[CH3:25][C:26]1[CH:34]=[CH:33][CH:32]=[C:31]([CH3:35])[C:27]=1[C:28](Cl)=[O:29].C(NC1C=CC(N2C(=O)CC(=O)NC3C4C(C=CC2=3)=CC=CC=4)=CC=1)(=O)C1C=CC=CC=1>>[CH3:25][C:26]1[CH:34]=[CH:33][CH:32]=[C:31]([CH3:35])[C:27]=1[C:28]([NH:1][C:2]1[CH:7]=[CH:6][C:5]([N:8]2[C:14](=[O:15])[CH2:13][C:12](=[O:16])[NH:11][C:10]3[C:17]4[C:22]([CH:23]=[CH:24][C:9]2=3)=[CH:21][CH:20]=[CH:19][CH:18]=4)=[CH:4][CH:3]=1)=[O:29]. Reported procedure: By using 5-(4-aminophenyl)-1H-naphtho[1,2-b][1,4]diazepine-2,4(3H,5H)-dione (30 mg, 0.095 mmol) obtained in Example 1, (3), and 2,6-dimethylbenzoyl chloride (0.143 mmol), the title compound (12 mg, yield 18%) was obtained in the same manner as that of Example 1, (4).